From a dataset of the Open Reaction Database (ORD), a public repository of structured organic reaction records. describe an organic reaction: reactants, conditions, products, and yield Starting materials: CC(=O)OC=O, CC(=O)OC(C)=O, O=CO, CNn1cc(C(=O)O)c(=O)c2cc(F)c(N3CCN(C)CC3)cc21. The product is CN1CCN(c2cc3c(cc2F)c(=O)c(C(=O)O)cn3NCC=O)CC1. As a reaction SMILES: [C:25]([O:26][CH:28]=[O:29])(=[O:27])[CH3:30].[CH3:31][C:32]([O:33][C:34](=[O:35])[CH3:36])=[O:37].[CH:38]([OH:39])=[O:40].[F:1][c:2]1[cH:3][c:4]2[c:5](=[O:24])[c:6]([C:21](=[O:22])[OH:23])[cH:7][n:8]([NH:19][CH3:20])[c:9]2[cH:10][c:11]1[N:12]1[CH2:13][CH2:14][N:15]([CH3:18])[CH2:16][CH2:17]1>>[F:1][c:2]1[cH:3][c:4]2[c:5](=[O:24])[c:6]([C:21](=[O:22])[OH:23])[cH:7][n:8]([NH:19][CH2:20][CH:25]=[O:27])[c:9]2[cH:10][c:11]1[N:12]1[CH2:13][CH2:14][N:15]([CH3:18])[CH2:16][CH2:17]1.